From a dataset of the Open Reaction Database (ORD), a public repository of structured organic reaction records. describe an organic reaction: reactants, conditions, products, and yield Reactants: O=C(NCc1ccc(C(=O)O)cc1)OCc1ccccc1, CN(C)C=O, ClCCl, O=S(Cl)Cl. Product: O=C(NCc1ccc(C(=O)Cl)cc1)OCc1ccccc1. RXN SMILES: [CH2:10]([c:11]1[cH:12][cH:13][cH:14][cH:15][cH:16]1)[O:17][C:18](=[O:19])[NH:20][CH2:21][c:22]1[cH:23][cH:24][c:25]([C:26](=[O:27])[OH:28])[cH:29][cH:30]1.[CH3:5][N:6]([CH3:7])[CH:8]=[O:9].[Cl:31][CH2:32][Cl:33].[S:1]([Cl:2])([Cl:3])=[O:4]>>[Cl:3][C:26]([c:25]1[cH:24][cH:23][c:22]([CH2:21][NH:20][C:18]([O:17][CH2:10][c:11]2[cH:12][cH:13][cH:14][cH:15][cH:16]2)=[O:19])[cH:30][cH:29]1)=[O:27]. Starting materials: FC(C=1C=C(C(CBr)=O)C=CC1)(F)F (3-(trifluoromethyl)phenacyl bromide), C1N2CN3CN1CN(C2)C3 (hexamethylenetetramine), C(Cl)(Cl)(Cl)Cl (carbon tetrachloride). Reaction conditions: time 8 hour. Yields the product Cl.NCC(=O)C1=CC(=CC=C1)C(F)(F)F (2-amino-1-(3-(trifluoromethyl)phenyl)ethanone hydrochloride). Yield: 86.0%. As a reaction SMILES: [F:1][C:2]([F:14])([F:13])[C:3]1[CH:4]=[C:5]([CH:10]=[CH:11][CH:12]=1)[C:6](=[O:9])[CH2:7]Br.C1N2CN3CN(C2)C[N:16]1C3.C(Cl)(Cl)(Cl)[Cl:26]>>[ClH:26].[NH2:16][CH2:7][C:6]([C:5]1[CH:10]=[CH:11][CH:12]=[C:3]([C:2]([F:14])([F:13])[F:1])[CH:4]=1)=[O:9] |f:3.4|. Procedure: Add 3-(trifluoromethyl)phenacyl bromide (10 g, 37.4 mmol) to a solution of hexamethylenetetramine (HMTA) (5.80 g, 41.3 mmol) in carbon tetrachloride (100 mL). Stir at room temperature overnight. Filter the precipitate and suspend the filter cake in ethanol (200 mL). Dilute the mixture with concentrated hydrochloric acid (28 mL), and stir the mixture at room temperature overnight. Filter the precipitate, and concentrate the filtrate in vacuo to provide an off-white solid. Recrystallize the solids...